Dataset: the Open Reaction Database (ORD), a public repository of structured organic reaction records. Task: describe an organic reaction: reactants, conditions, products, and yield Reactants: BrB(Br)Br, ClB(Cl)Cl, ClCCl, COc1ccc(-c2c(C)c(=O)cc(-c3ccccc3)n2-c2ccccc2)cc1, ClC(Cl)Cl, c1ccccc1. Product: Cc1c(-c2ccc(O)cc2)n(-c2ccccc2)c(-c2ccccc2)cc1=O. As a reaction SMILES: [B:32]([Br:33])([Br:34])[Br:35].[B:36]([Cl:37])([Cl:38])[Cl:39].[CH2:29]([Cl:30])[Cl:31].[CH3:1][O:2][c:3]1[cH:4][cH:5][c:6](-[c:9]2[n:10](-[c:23]3[cH:24][cH:25][cH:26][cH:27][cH:28]3)[c:11](-[c:17]3[cH:18][cH:19][cH:20][cH:21][cH:22]3)[cH:12][c:13](=[O:16])[c:14]2[CH3:15])[cH:7][cH:8]1.[CH:40]([Cl:41])([Cl:42])[Cl:43].[cH:44]1[cH:45][cH:46][cH:47][cH:48][cH:49]1>>[OH:2][c:3]1[cH:4][cH:5][c:6](-[c:9]2[n:10](-[c:23]3[cH:24][cH:25][cH:26][cH:27][cH:28]3)[c:11](-[c:17]3[cH:18][cH:19][cH:20][cH:21][cH:22]3)[cH:12][c:13](=[O:16])[c:14]2[CH3:15])[cH:7][cH:8]1. Reactants: [BH3-]C#N, CC(=O)O, C=O, COc1ccc(CNc2ccc3c(c2)COC3=O)c(OC)c1, CC#N, [Na+]. Product: COc1ccc(CN(C)c2ccc3c(c2)COC3=O)c(OC)c1. RXN SMILES: [C:25]([BH3-:26])#[N:27].[C:29]([OH:30])(=[O:31])[CH3:32].[CH2:23]=[O:24].[CH3:1][O:2][c:3]1[c:4]([CH2:5][NH:6][c:7]2[cH:8][c:9]3[c:13]([cH:14][cH:15]2)[C:12](=[O:16])[O:11][CH2:10]3)[cH:17][cH:18][c:19]([O:21][CH3:22])[cH:20]1.[CH3:33][C:34]#[N:35].[Na+:28]>>[CH3:1][O:2][c:3]1[c:4]([CH2:5][N:6]([c:7]2[cH:8][c:9]3[c:13]([cH:14][cH:15]2)[C:12](=[O:16])[O:11][CH2:10]3)[CH3:25])[cH:17][cH:18][c:19]([O:21][CH3:22])[cH:20]1. Starting materials: C(C#CC)O (2-butyn-1-ol), [H-].[Na+] (sodium hydride), [Cl-].[NH4+] (ammonium chloride), ClC1=NC=NC(=C1)C(C1=CC=CC=C1)C (4-chloro-6-(α-methylbenzyl)pyrimidine). The solvent is O1CCCC1 (tetrahydrofuran), O1CCCC1 (tetrahydrofuran), O1CCCC1 (tetrahydrofuran). Yields the product C(C#CC)OC1=NC=NC(=C1)C(C1=CC=CC=C1)C (4-(2-butynyloxy)-6-(α-methylbenzyl)pyrimidine). Isolated yield 69.3%. Reaction SMILES: [H-].[Na+].[CH2:3]([OH:7])[C:4]#[C:5][CH3:6].Cl[C:9]1[CH:14]=[C:13]([CH:15]([CH3:22])[C:16]2[CH:21]=[CH:20][CH:19]=[CH:18][CH:17]=2)[N:12]=[CH:11][N:10]=1.[Cl-].[NH4+]>O1CCCC1>[CH2:3]([O:7][C:9]1[CH:14]=[C:13]([CH:15]([CH3:22])[C:16]2[CH:17]=[CH:18][CH:19]=[CH:20][CH:21]=2)[N:12]=[CH:11][N:10]=1)[C:4]#[C:5][CH3:6] |f:0.1,4.5|. Procedure: In 2 ml of tetrahydrofuran was suspended 0.06 g of sodium hydride (60% in oil), to which 0.6 ml of a tetrahydrofuran solution containing 0.08 g of 2-butyn-1-ol was slowly added dropwise with stirring at room temperature. The mixture was stirred at room temperature for 20 minutes, to which 0.6 ml of a tetrahydrofuran solution containing 0.2 g of 4-chloro-6-(α-methylbenzyl)pyrimidine was slowly added dropwise at room temperature, followed by stirring for 4 hours. The reaction mixture was then pour...